From a dataset of the Open Reaction Database (ORD), a public repository of structured organic reaction records. describe an organic reaction: reactants, conditions, products, and yield The reactants are Cc1nc2ccc(Br)cc2c(-c2ccc(S(C)(=O)=O)cc2)c1C(=O)C(F)(F)F, CCOC(C)=O, CN(C)C1CCNC1, CO. Yields the product Cc1nc2ccc(N3CCC(N(C)C)C3)cc2c(-c2ccc(S(C)(=O)=O)cc2)c1C(=O)C(F)(F)F. As a reaction SMILES: [Br:1][c:2]1[cH:3][c:4]2[c:5](-[c:19]3[cH:20][cH:21][c:22]([S:25](=[O:26])(=[O:27])[CH3:28])[cH:23][cH:24]3)[c:6]([C:13]([C:14]([F:15])([F:16])[F:17])=[O:18])[c:7]([CH3:12])[n:8][c:9]2[cH:10][cH:11]1.[C:39]([O:40][CH2:41][CH3:42])(=[O:43])[CH3:44].[CH3:29][N:30]([CH:31]1[CH2:32][NH:33][CH2:34][CH2:35]1)[CH3:36].[CH3:37][OH:38]>>[c:2]1([N:33]2[CH2:32][CH:31]([N:30]([CH3:29])[CH3:36])[CH2:35][CH2:34]2)[cH:3][c:4]2[c:5](-[c:19]3[cH:20][cH:21][c:22]([S:25](=[O:26])(=[O:27])[CH3:28])[cH:23][cH:24]3)[c:6]([C:13]([C:14]([F:15])([F:16])[F:17])=[O:18])[c:7]([CH3:12])[n:8][c:9]2[cH:10][cH:11]1.